From a dataset of the Open Reaction Database (ORD), a public repository of structured organic reaction records. describe an organic reaction: reactants, conditions, products, and yield Starting materials: O=C([O-])[O-], CC(C)=O, ClCc1ccccc1, [I-], [K+], [K+], [K+], COc1cc(-c2oc3cc(I)ccc3c(=O)c2O)cc(OC)c1OC. Product: COc1cc(-c2oc3cc(I)ccc3c(=O)c2OCc2ccccc2)cc(OC)c1OC. As a reaction SMILES: [C:26](=[O:27])([O-:28])[O-:29].[CH3:42][C:43](=[O:44])[CH3:45].[Cl:34][CH2:35][c:36]1[cH:37][cH:38][cH:39][cH:40][cH:41]1.[I-:33].[K+:30].[K+:31].[K+:32].[OH:1][c:2]1[c:3](-[c:14]2[cH:15][c:16]([O:24][CH3:25])[c:17]([O:22][CH3:23])[c:18]([O:20][CH3:21])[cH:19]2)[o:4][c:5]2[cH:6][c:7]([I:13])[cH:8][cH:9][c:10]2[c:11]1=[O:12]>>[O:1]([c:2]1[c:3](-[c:14]2[cH:15][c:16]([O:24][CH3:25])[c:17]([O:22][CH3:23])[c:18]([O:20][CH3:21])[cH:19]2)[o:4][c:5]2[cH:6][c:7]([I:13])[cH:8][cH:9][c:10]2[c:11]1=[O:12])[CH2:35][c:36]1[cH:37][cH:38][cH:39][cH:40][cH:41]1. Reactants: C[Si](C)(C)[N-][Si](C)(C)C, [Cl-], O=C(Cc1cc(C(F)(F)F)cc(C(F)(F)F)c1)N1C(=O)OCC1Cc1ccccc1, CI, [NH4+], [Na+], C1CCOC1. Yields the product CC(C(=O)N1C(=O)OCC1Cc1ccccc1)c1cc(C(F)(F)F)cc(C(F)(F)F)c1. Reaction SMILES: [CH3:1][Si:2]([N-:3][Si:4]([CH3:5])([CH3:6])[CH3:7])([CH3:8])[CH3:9].[Cl-:43].[F:11][C:12]([c:13]1[cH:14][c:15]([CH2:23][C:24](=[O:25])[N:26]2[C:27](=[O:38])[O:28][CH2:29][CH:30]2[CH2:31][c:32]2[cH:33][cH:34][cH:35][cH:36][cH:37]2)[cH:16][c:17]([C:19]([F:20])([F:21])[F:22])[cH:18]1)([F:39])[F:40].[I:41][CH3:42].[NH4+:44].[Na+:10].[O:45]1[CH2:46][CH2:47][CH2:48][CH2:49]1>>[F:11][C:12]([c:13]1[cH:14][c:15]([CH:23]([C:24](=[O:25])[N:26]2[C:27](=[O:38])[O:28][CH2:29][CH:30]2[CH2:31][c:32]2[cH:33][cH:34][cH:35][cH:36][cH:37]2)[CH3:42])[cH:16][c:17]([C:19]([F:20])([F:21])[F:22])[cH:18]1)([F:39])[F:40].